Dataset: the Open Reaction Database (ORD), a public repository of structured organic reaction records. Task: describe an organic reaction: reactants, conditions, products, and yield Starting materials: COc1ncc(Br)cc1CCCN(C)C, Nc1ncc2c(n1)-c1ccc(Cl)cc1NC(=O)C2. Yields the product COc1ncc(Nc2ncc3c(n2)-c2ccc(Cl)cc2NC(=O)C3)cc1CCCN(C)C. RXN SMILES: [Br:19][c:20]1[cH:21][c:22]([CH2:28][CH2:29][CH2:30][N:31]([CH3:32])[CH3:33])[c:23]([O:26][CH3:27])[n:24][cH:25]1.[NH2:1][c:2]1[n:3][cH:4][c:5]2[c:11]([n:12]1)-[c:10]1[c:9]([cH:16][c:15]([Cl:17])[cH:14][cH:13]1)[NH:8][C:7](=[O:18])[CH2:6]2>>[NH:1]([c:2]1[n:3][cH:4][c:5]2[c:11]([n:12]1)-[c:10]1[c:9]([cH:16][c:15]([Cl:17])[cH:14][cH:13]1)[NH:8][C:7](=[O:18])[CH2:6]2)[c:20]1[cH:21][c:22]([CH2:28][CH2:29][CH2:30][N:31]([CH3:32])[CH3:33])[c:23]([O:26][CH3:27])[n:24][cH:25]1. Reactants: CS(=O)(=O)NCCC1=CC=NC=C1 (4-(2-methanesulphonamidoethyl)pyridine), [H][H] (hydrogen), Cl (HCl), 50. Reagents/catalysts: [Pt]=O (platinum oxide). Solvent: C(C)O (ethanol), C(C)O (ethanol). Reaction conditions: time 8 hour. Product: Cl.CS(=O)(=O)NCCC1CCNCC1 (4-(2-methanesulphonamidoethyl)piperidine hydrochloride). As a reaction SMILES: [CH3:1][S:2]([NH:5][CH2:6][CH2:7][C:8]1[CH:13]=[CH:12][N:11]=[CH:10][CH:9]=1)(=[O:4])=[O:3].[ClH:14].[H][H]>C(O)C.[Pt]=O>[ClH:14].[CH3:1][S:2]([NH:5][CH2:6][CH2:7][CH:8]1[CH2:9][CH2:10][NH:11][CH2:12][CH2:13]1)(=[O:3])=[O:4] |f:5.6|. Reported procedure: 4-(2-methanesulphonamidoethyl)pyridine (8.4 g.) in ethanol (85 ml.) was acidified to pH 2 with 2 N HCl and hydrogenated at room temperature and a pressure of 50 p.s.i. over a platinum oxide catalyst until hydrogen uptake ceased. The catalyst was then removed by filtration and the filtrate was taken to dryness in vacuo to give a white solid which was dissolved in the minimum volume of hot ethanol, filtered quickly, and left at room temperature overnight. The resultant white crystals were collecte... The reactants are C(C)(=O)OCC (Ethyl acetate), C(C)(=O)OC(C)=O (Acetic anhydride), OC1=C(C=CC=C1)C(C)=NO (1-(2-Hydroxy-phenyl)-ethanone oxime), C([O-])([O-])=O.[K+].[K+] (Potassium carbonate). Run in O (water), CN(C)C=O (DMF). Run at temperature 60 celsius, time 8 hour. Yields the product CC1=NOC2=C1C=CC=C2 (3-Methyl-benzo[d]isoxazole). The yield is 84.1%. RXN SMILES: C(OC(=O)C)(=O)C.O[C:9]1[CH:14]=[CH:13][CH:12]=[CH:11][C:10]=1[C:15](=[N:17][OH:18])[CH3:16].C(=O)([O-])[O-].[K+].[K+].C(OCC)(=O)C>CN(C=O)C.O>[CH3:16][C:15]1[C:10]2[CH:11]=[CH:12][CH:13]=[CH:14][C:9]=2[O:18][N:17]=1 |f:2.3.4|. Procedure details: Acetic anhydride (7.1 mL, 75 mmol) was added to 24 (7.55 g, 50 mmol) in a 100 mL flask. The mixture was heated to 60° C. for 3 hours followed by evaporation to dryness. Potassium carbonate (8.7 g, 63 mmol) was partly dissolved in 40 mL DMF and added to the mixture. The mixture was stirred at room temperature overnight and finally heated to 100° C. for 30 minutes. Ethyl acetate and water were added. The phases were separated and the aqueous phase was extracted with ethyl acetate and dichlorometha... Reactants: O (water), C(C)(C)N1C=NC(=C1)CO ((1-isopropyl-1H-imidazol-4-yl)methanol), TEA, CC(C)(C)[Si](C1=CC=CC=C1)(C2=CC=CC=C2)Cl (TBDPSCl). Reagents/catalysts: CN(C)C=1C=CN=CC1 (DMAP). Run in ClC(C)Cl (dichloroethane). Run at time 17 hour. Yields the product [Si](C1=CC=CC=C1)(C1=CC=CC=C1)(C(C)(C)C)OCC=1N=CN(C1)C(C)C (4-(tert-Butyldiphenylsilyloxymethyl)-1-isopropyl-1H-imidazole). Reaction SMILES: [CH:1]([N:4]1[CH:8]=[C:7]([CH2:9][OH:10])[N:6]=[CH:5]1)([CH3:3])[CH3:2].[CH3:11][C:12]([Si:15](Cl)([C:22]1[CH:27]=[CH:26][CH:25]=[CH:24][CH:23]=1)[C:16]1[CH:21]=[CH:20][CH:19]=[CH:18][CH:17]=1)([CH3:14])[CH3:13].O>ClC(Cl)C.CN(C1C=CN=CC=1)C>[Si:15]([O:10][CH2:9][C:7]1[N:6]=[CH:5][N:4]([CH:1]([CH3:3])[CH3:2])[CH:8]=1)([C:12]([CH3:14])([CH3:13])[CH3:11])([C:22]1[CH:23]=[CH:24][CH:25]=[CH:26][CH:27]=1)[C:16]1[CH:21]=[CH:20][CH:19]=[CH:18][CH:17]=1. Reported procedure: This (1-isopropyl-1H-imidazol-4-yl)methanol was dissolved in dichloroethane (200 mL), and at room temperature TEA (10.9 mL), TBDPSCl (10.2 mL) and DMAP (0.320 g) were added, followed by stirring for 17 hours. The reaction solution was poured into water, and extracted with dichloromethane. The extract was washed with saturated brine, dried over anhydrous sodium sulfate, and subsequently the solvent was distilled off under reduced pressure. The resulting residue was purified by flash chromatograph... Starting materials: CC1=C(C(=NO1)C1=CC=CC=C1)COC1=NC=C(C(=O)O)C=C1 (6-(5-methyl-3-phenyl-isoxazol-4-ylmethoxy)-nicotinic acid), NN1CCOCC1 (N-aminomorpholine), F[B-](F)(F)F.N1(N=NC2=C1C=CC=C2)OC(=[N+](C)C)N(C)C (2-(1H-benzotriazole-1-yl)-1,1,3,3-tetramethyluronium tetrafluoroborate), C(C)(C)N(C(C)C)CC (N,N-diisopropylethylamine). Run in CN(C)C=O (DMF). The product is CC1=C(C(=NO1)C1=CC=CC=C1)COC1=NC=C(C(=O)NN2CCOCC2)C=C1 (6-(5-Methyl-3-phenyl-isoxazol-4-ylmethoxy)-N-morpholin-4-yl-nicotinamide). Isolated yield 39.6%. As a reaction SMILES: [CH3:1][C:2]1[O:6][N:5]=[C:4]([C:7]2[CH:12]=[CH:11][CH:10]=[CH:9][CH:8]=2)[C:3]=1[CH2:13][O:14][C:15]1[CH:23]=[CH:22][C:18]([C:19]([OH:21])=O)=[CH:17][N:16]=1.[NH2:24][N:25]1[CH2:30][CH2:29][O:28][CH2:27][CH2:26]1.F[B-](F)(F)F.N1(OC(N(C)C)=[N+](C)C)C2C=CC=CC=2N=N1.C(N(CC)C(C)C)(C)C>CN(C=O)C>[CH3:1][C:2]1[O:6][N:5]=[C:4]([C:7]2[CH:8]=[CH:9][CH:10]=[CH:11][CH:12]=2)[C:3]=1[CH2:13][O:14][C:15]1[CH:23]=[CH:22][C:18]([C:19]([NH:24][N:25]2[CH2:30][CH2:29][O:28][CH2:27][CH2:26]2)=[O:21])=[CH:17][N:16]=1 |f:2.3|. Procedure: To a stirred solution of 6-(5-methyl-3-phenyl-isoxazol-4-ylmethoxy)-nicotinic acid (100 mg, 0.32 mmol) in DMF (5 mL) at room temperature under argon was added N-aminomorpholine (36 mg, 0.35 mmol), 2-(1H-benzotriazole-1-yl)-1,1,3,3-tetramethyluronium tetrafluoroborate (0.114 g, 0.35 mmol) and N,N-diisopropylethylamine (208 mg, 1.6 mmol). After 15 h the reaction mixture was concentrated, diluted with water and extracted with ethyl acetate. The combined organic extracts were dried over sodium sulfa... The reactants are ice water, N12CC(C(CC1)CC2)O (3-quinuclidinol), ClC1=NOC(=C1Cl)C1=CC=CC=C1 (3,4-dichloro-5-phenylisoxazole), [H-].[Na+] (sodium hydride). The solvent is CN(C=O)C (dimethylformamide). Conditions: time 30 minute. The product is ClC=1C(=NOC1C1=CC=CC=C1)OC1CN2CCC1CC2 (4-Chloro-3-(3-quinuclidinyloxy)-5-phenylisoxazole). The yield is 98.6%. Reaction SMILES: [N:1]12[CH2:8][CH2:7][CH:4]([CH2:5][CH2:6]1)[CH:3]([OH:9])[CH2:2]2.[H-].[Na+].Cl[C:13]1[C:17]([Cl:18])=[C:16]([C:19]2[CH:24]=[CH:23][CH:22]=[CH:21][CH:20]=2)[O:15][N:14]=1>CN(C)C=O>[Cl:18][C:17]1[C:13]([O:9][CH:3]2[CH:4]3[CH2:7][CH2:8][N:1]([CH2:6][CH2:5]3)[CH2:2]2)=[N:14][O:15][C:16]=1[C:19]1[CH:24]=[CH:23][CH:22]=[CH:21][CH:20]=1 |f:1.2|. Procedure details: A solution of 1.96 g of 3-quinuclidinol in 30 ml of dimethylformamide was cooled to 5° C. in an atmosphere of nitrogen. 0.67 g of sodium hydride (as a 55% w/w dispersion in mineral oil) was then added to the cooled solution, and then the solution was stirred at room temperature for 30 minutes. At the end of this time, the reaction mixture was cooled to 5° C., and 3.0 g of 3,4-dichloro-5-phenylisoxazole were added. The resulting mixture was then stirred at room temperature for 5 hours. At the end... Reactants: CN1CCOc2cc(Br)ccc21, [Li]CCCC, C1CCOC1, COc1cc(OC)cc(C(=O)Cl)c1. Product: COc1cc(OC)cc(C(=O)c2ccc3c(c2)OCCN3C)c1. Reaction SMILES: [Br:1][c:2]1[cH:3][c:4]2[c:5]([cH:11][cH:12]1)[N:6]([CH3:10])[CH2:7][CH2:8][O:9]2.[CH2:13]([Li:14])[CH2:15][CH2:16][CH3:17].[CH2:31]1[O:32][CH2:33][CH2:34][CH2:35]1.[CH3:18][O:19][c:20]1[cH:21][c:22]([C:23](=[O:24])[Cl:25])[cH:26][c:27]([O:29][CH3:30])[cH:28]1>>[c:2]1([C:23]([c:22]2[cH:21][c:20]([O:19][CH3:18])[cH:28][c:27]([O:29][CH3:30])[cH:26]2)=[O:24])[cH:3][c:4]2[c:5]([cH:11][cH:12]1)[N:6]([CH3:10])[CH2:7][CH2:8][O:9]2.